This data is from the Open Reaction Database (ORD), a public repository of structured organic reaction records. The task is: describe an organic reaction: reactants, conditions, products, and yield Starting materials: IC=1C=C(N)C=CC1OC (3-Iodo-4-methoxyaniline), ClC=1N=CC2=C(N1)NC(=C2)C=2CCN(CC2)C(=O)OC(C)(C)C (tert-butyl 4-(chloro-7H-pyrrolo[2,3-d]pyrimidin-6-yl)-3,6-dihydro-2H-pyridine-1-carboxylate). The solvent is C(CCC)O (n-butanol). Run at temperature 95 celsius. Product: IC=1C=C(C=CC1OC)NC=1C2=C(N=CN1)NC(=C2)C=2CCN(CC2)C(=O)OC(C)(C)C (tert-Butyl 4-[4-(3-iodo-4-methoxyphenylamino)-7H-pyrrolo[2,3-d]pyrimidin-6-yl]-3,6-dihydro-2H-pyridine-1-carboxylate). Reaction SMILES: [I:1][C:2]1[CH:3]=[C:4]([CH:6]=[CH:7][C:8]=1[O:9][CH3:10])[NH2:5].Cl[C:12]1[N:13]=[CH:14][C:15]2[CH:20]=[C:19]([C:21]3[CH2:22][CH2:23][N:24]([C:27]([O:29][C:30]([CH3:33])([CH3:32])[CH3:31])=[O:28])[CH2:25][CH:26]=3)[NH:18][C:16]=2[N:17]=1>C(O)CCC>[I:1][C:2]1[CH:3]=[C:4]([NH:5][C:14]2[C:15]3[CH:20]=[C:19]([C:21]4[CH2:22][CH2:23][N:24]([C:27]([O:29][C:30]([CH3:33])([CH3:32])[CH3:31])=[O:28])[CH2:25][CH:26]=4)[NH:18][C:16]=3[N:17]=[CH:12][N:13]=2)[CH:6]=[CH:7][C:8]=1[O:9][CH3:10]. Procedure details: 3-Iodo-4-methoxyaniline (0.670 g, 2.0 mmol) was added to a solution of tert-butyl 4-(chloro-7H-pyrrolo[2,3-d]pyrimidin-6-yl)-3,6-dihydro-2H-pyridine-1-carboxylate (0.598 g, 2.4 mmol) in n-butanol (10 mL). The mixture was heated to 95° C. for 15 h. The solvent was removed and the residue was purified by silica gel chromatography (5% MeOH in dichloromethane) to afford the title compound. 1H-NMR (DMSO-d6, 400 MHz): δ=1.43 (s, 9H), 2.46 (m, 2H), 3.56 (m, 2H), 3.80 (s, 3H), 4.03 (m, 2H), 6.38 (s, 1H)... Reactants: COC=1C=C2C=C(C(=NC2=CC1OC)C)CO (6,7-Dimethoxy-2-methylquinoline-3-methanol), S(=O)(Cl)Cl (thionylchloride). Product: COC=1C=C2C=C(C(=NC2=CC1OC)C)CCl (6,7-dimethoxy-3-chloromethyl-2-methylquinoline). As a reaction SMILES: [CH3:1][O:2][C:3]1[CH:4]=[C:5]2[C:10](=[CH:11][C:12]=1[O:13][CH3:14])[N:9]=[C:8]([CH3:15])[C:7]([CH2:16]O)=[CH:6]2.S(Cl)([Cl:20])=O>>[CH3:1][O:2][C:3]1[CH:4]=[C:5]2[C:10](=[CH:11][C:12]=1[O:13][CH3:14])[N:9]=[C:8]([CH3:15])[C:7]([CH2:16][Cl:20])=[CH:6]2. Procedure: 6,7-Dimethoxy-2-methylquinoline-3-methanol (2.31 g, 9.9 mmol) was dissolved in thionylchloride (50 ml) and refluxed for 2 h. The solution was concentrated and the residue partitioned between ethyl acetate and aqeous NaHCO3. The layers were separated and the aqeous phase extracted with ethyl acetate. The combined organic phases were washed with water and brine and dried over MgSO4. Evaporation of the solvent gave 2.48 g 6,7-dimethoxy-3-chloromethyl-2-methylquinoline. The reactants are COC1=CC=C(CSC2=NN=NN2)C=C1 (5-p-methoxybenzylthiotetrazole), [N+](=[N-])=C (diazomethane). The solvent is CO (methanol), CCOCC (ether). Conditions: time 1 hour. The product is COC1=CC=C(CSC=2N=NN(N2)C)C=C1 (5-p-methoxybenzylthio-2-methyltetrazole), COC1=CC=C(CSC2=NN=NN2C)C=C1 (5-p-methoxybenzylthio-1-methyltetrazole). The yield is 36.0%. RXN SMILES: [CH3:1][O:2][C:3]1[CH:15]=[CH:14][C:6]([CH2:7][S:8][C:9]2[NH:13][N:12]=[N:11][N:10]=2)=[CH:5][CH:4]=1.[N+](=[CH2:18])=[N-]>CO.CCOCC>[CH3:1][O:2][C:3]1[CH:4]=[CH:5][C:6]([CH2:7][S:8][C:9]2[N:10]=[N:11][N:12]([CH3:18])[N:13]=2)=[CH:14][CH:15]=1.[CH3:1][O:2][C:3]1[CH:4]=[CH:5][C:6]([CH2:7][S:8][C:9]2[N:13]([CH3:18])[N:12]=[N:11][N:10]=2)=[CH:14][CH:15]=1. Procedure details: To a solution of 5-p-methoxybenzylthiotetrazole (7.00 g: 31.5 mMol.) in methanol (150 ml) is added under ice cooling a solution of diazomethane in ether (produced from 14 g of N-nitrosomethylurea), and the mixture is stirred for 1 hour and then concentrated. The residue is purified by Lobar column chromatography (toluene: ethyl acetate=5:1) to give 5-p-methoxybenzylthio-2-methyltetrazole [4.86 g: NMR δ(CDCl3) ppm: 3.78(s, 3H), 4.29(s, 3H), 4.38(s; 2H), 6.81-6.85, 7.30-7.34 (A2B2, 4H). IR ν(CHCl3...